This data is from the Open Reaction Database (ORD), a public repository of structured organic reaction records. The task is: describe an organic reaction: reactants, conditions, products, and yield Starting materials: C(C)OC(=O)C1=NN(C=2C(N(CCC21)C2=CC=C(C=C2)C2(CC2)N(C)C(=O)OC(C)(C)C)=O)C2=CC=C(C=C2)OC (6-{4-[1-(tert-Butoxycarbonyl-methyl-amino)-cyclopropyl]-phenyl}-1-(4-methoxy-phenyl)-7-oxo-4,5,6,7-tetrahydro-1H-pyrazolo[3,4-c]pyridine-3-carboxylic acid ethyl ester), [OH-].[Na+] (NaOH). Run in CCO (EtOH). Product: C(C)(C)(C)OC(N(C)C1(CC1)C1=CC=C(C=C1)N1C(C2=C(CC1)C(=NN2C2=CC=C(C=C2)OC)C=O)=O)=O ((1-{4-[3-formyl-1-(4-methoxy-phenyl)-7-oxo-1,4,5,7-tetrahydro-pyrazolo[3,4-c]pyridin-6-yl]-phenyl}-cyclopropyl)-methyl-carbamic acid tert-butyl ester). Yield: 99.0%. RXN SMILES: C([O:3][C:4]([C:6]1[C:14]2[CH2:13][CH2:12][N:11]([C:15]3[CH:20]=[CH:19][C:18]([C:21]4([N:24]([C:26]([O:28][C:29]([CH3:32])([CH3:31])[CH3:30])=[O:27])[CH3:25])[CH2:23][CH2:22]4)=[CH:17][CH:16]=3)[C:10](=[O:33])[C:9]=2[N:8]([C:34]2[CH:39]=[CH:38][C:37]([O:40][CH3:41])=[CH:36][CH:35]=2)[N:7]=1)=O)C.[OH-].[Na+]>CCO>[C:29]([O:28][C:26](=[O:27])[N:24]([C:21]1([C:18]2[CH:17]=[CH:16][C:15]([N:11]3[CH2:12][CH2:13][C:14]4[C:6]([CH:4]=[O:3])=[N:7][N:8]([C:34]5[CH:35]=[CH:36][C:37]([O:40][CH3:41])=[CH:38][CH:39]=5)[C:9]=4[C:10]3=[O:33])=[CH:20][CH:19]=2)[CH2:22][CH2:23]1)[CH3:25])([CH3:32])([CH3:30])[CH3:31] |f:1.2|. Procedure: Part A. 6-{4-[1-(tert-Butoxycarbonyl-methyl-amino)-cyclopropyl]-phenyl}-1-(4-methoxy-phenyl)-7-oxo-4,5,6,7-tetrahydro-1H-pyrazolo[3,4-c]pyridine-3-carboxylic acid ethyl ester (0.59 g, 1.79 mmol) was stirred in EtOH (15 mL) and 1N NaOH (3 mL) at rt for 1 h. After evaporation, the mixture was acidified with citric acid. The mixture was extracted with EtOAc (2×), washed with H2O and brine, dried over MgSO4, filtered, and concentrated to dryness in vacuo. This acid underwent a series of reactions si...